This data is from the Open Reaction Database (ORD), a public repository of structured organic reaction records. The task is: describe an organic reaction: reactants, conditions, products, and yield Reactants: CN(C1=CC(=CC=C1)[N+](=O)[O-])C (N,N-dimethyl-3-nitroaniline), [Sn](Cl)Cl (Tin dichloride). Solvent: C(C)O (ethanol). Yields the product CN(C1=CC(=CC=C1)N)C (N,N-dimethyl-1,3-phenylenediamine). Yield: 81.5%. RXN SMILES: [CH3:1][N:2]([CH3:12])[C:3]1[CH:8]=[CH:7][CH:6]=[C:5]([N+:9]([O-])=O)[CH:4]=1.[Sn](Cl)Cl>C(O)C>[CH3:1][N:2]([CH3:12])[C:3]1[CH:8]=[CH:7][CH:6]=[C:5]([NH2:9])[CH:4]=1. Reported procedure: N,N-dimethyl-3-nitroaniline (3.00 g, 18.1 mmol) was dissolved in ethanol (40 cm3). Tin dichloride (16.3 g, 72.0 mmol) was added and the reaction heated under reflux for 16 h. The reaction mixture was allowed to cool before the bulk of the solvent was removed under reduced pressure. The remaining residue was poured in to water (100 cm3), and basified with sodium hydroxide (3M). The mixture was extracted with chloroform (3×30 cm3). The combined extracts were dried over sodium sulphate, filtered an...